This data is from the Open Reaction Database (ORD), a public repository of structured organic reaction records. The task is: describe an organic reaction: reactants, conditions, products, and yield The reactants are Example 2 ( 1 ), C1(CC1)N1C=C(C(C2=C(C(=C(C(=C12)F)F)F)NC(=O)OCC)=O)C(=O)OCC (ethyl 1-cyclopropyl-5-ethoxycarbonylamino-6,7,8-trifluoro1,4-dihydro-4-oxoquinoline-3-carboxylate), C(C)(=O)NC1(CNCC1)C (3-acetylamino-3-methylpyrrolidine). The product is C(C)(=O)NC1(CN(CC1)C1=C(C(=C2C(C(=CN(C2=C1F)C1CC1)C(=O)OCC)=O)NC(=O)OCC)F)C (ethyl 7-(3-acetylamino-3-methyl-1-pyrrolidinyl)-1-cyclopropyl5-ethoxycarbonylamino-6,8-difluoro-1,4-dihydro-4-oxoquinoline-3-carboxylate). As a reaction SMILES: [CH:1]1([N:4]2[C:13]3[C:8](=[C:9]([NH:17][C:18]([O:20][CH2:21][CH3:22])=[O:19])[C:10]([F:16])=[C:11](F)[C:12]=3[F:14])[C:7](=[O:23])[C:6]([C:24]([O:26][CH2:27][CH3:28])=[O:25])=[CH:5]2)[CH2:3][CH2:2]1.[C:29]([NH:32][C:33]1([CH3:38])[CH2:37][CH2:36][NH:35][CH2:34]1)(=[O:31])[CH3:30]>>[C:29]([NH:32][C:33]1([CH3:38])[CH2:37][CH2:36][N:35]([C:11]2[C:12]([F:14])=[C:13]3[C:8]([C:7](=[O:23])[C:6]([C:24]([O:26][CH2:27][CH3:28])=[O:25])=[CH:5][N:4]3[CH:1]3[CH2:3][CH2:2]3)=[C:9]([NH:17][C:18]([O:20][CH2:21][CH3:22])=[O:19])[C:10]=2[F:16])[CH2:34]1)(=[O:31])[CH3:30]. Procedure: In the same manner as described in Example 2 (1), ethyl 1-cyclopropyl-5-ethoxycarbonylamino-6,7,8-trifluoro1,4-dihydro-4-oxoquinoline-3-carboxylate was allowed to react with 3-acetylamino-3-methylpyrrolidine to give ethyl 7-(3-acetylamino-3-methyl-1-pyrrolidinyl)-1-cyclopropyl5-ethoxycarbonylamino-6,8-difluoro-1,4-dihydro-4-oxoquinoline-3-carboxylate. Reactants: C(C=C)OC(NC1C(OC(C1)=O)OCCC1=CC=CC=C1)=O ((5-oxo-2-phenethyloxy-tetrahydro-furan-3-yl)-carbamic acid allyl ester), CC1=C2C=CC3=CC=CC=C3C2=C(C4=CC=CC=C14)C (DMBA), C=1C=CC2=C(C1)N=NN2O (HOBT), NC1=C(C=C(C(=O)NC(C(=O)N2C(CCC2)C(=O)O)C)C=C1)Cl (1-[2-(4-Amino-3-chloro-benzoylamino)-propionyl]-pyrrolidine-2-carboxylic acid), CCN(C(C)C)C(C)C (DIEA), C(CCl)Cl (EDC). The reagents and catalysts are C=1C=CC(=CC1)[P](C=2C=CC=CC2)(C=3C=CC=CC3)[Pd]([P](C=4C=CC=CC4)(C=5C=CC=CC5)C=6C=CC=CC6)([P](C=7C=CC=CC7)(C=8C=CC=CC8)C=9C=CC=CC9)[P](C=1C=CC=CC1)(C=1C=CC=CC1)C=1C=CC=CC1 (Pd(PPh3)4). Run in C(Cl)Cl (CH2Cl2), C(Cl)Cl (CH2Cl2). Conditions: time 15 minute. Yields the product O=C1CC(C(O1)OCCC1=CC=CC=C1)NC(=O)C1N(CCC1)C(C(C)NC(C1=CC(=C(C=C1)N)Cl)=O)=O (1-[2-(4-Amino-3-chloro-benzoylamino)-propionyl]-pyrrolidine-2-carboxylic acid (5-oxo-2-phenethyloxy-tetrahydro-furan-3-yl)-amide). The yield is 71.4%. Reaction SMILES: C(O[C:5](=[O:22])[NH:6][CH:7]1[CH2:11][C:10](=[O:12])[O:9][CH:8]1[O:13][CH2:14][CH2:15][C:16]1[CH:21]=[CH:20][CH:19]=[CH:18][CH:17]=1)C=C.CC1C2C(=CC=CC=2)C(C)=C2C=1C=CC1C2=CC=CC=1.[NH2:43][C:44]1[CH:64]=[CH:63][C:47]([C:48]([NH:50][CH:51]([CH3:62])[C:52]([N:54]2[CH2:58][CH2:57][CH2:56][CH:55]2C(O)=O)=[O:53])=[O:49])=[CH:46][C:45]=1[Cl:65].CCN(C(C)C)C(C)C.C1C=CC2N(O)N=NC=2C=1.C(Cl)CCl>C(Cl)Cl.C1C=CC([P]([Pd]([P](C2C=CC=CC=2)(C2C=CC=CC=2)C2C=CC=CC=2)([P](C2C=CC=CC=2)(C2C=CC=CC=2)C2C=CC=CC=2)[P](C2C=CC=CC=2)(C2C=CC=CC=2)C2C=CC=CC=2)(C2C=CC=CC=2)C2C=CC=CC=2)=CC=1>[O:12]=[C:10]1[O:9][CH:8]([O:13][CH2:14][CH2:15][C:16]2[CH:17]=[CH:18][CH:19]=[CH:20][CH:21]=2)[CH:7]([NH:6][C:5]([CH:55]2[CH2:56][CH2:57][CH2:58][N:54]2[C:52](=[O:53])[CH:51]([NH:50][C:48](=[O:49])[C:47]2[CH:63]=[CH:64][C:44]([NH2:43])=[C:45]([Cl:65])[CH:46]=2)[CH3:62])=[O:22])[CH2:11]1 |^1:95,97,116,135|. Procedure details: To a solution of (5-oxo-2-phenethyloxy-tetrahydro-furan-3-yl)-carbamic acid allyl ester (194 mg, 0.54 mmol) (prepared as described for (40) using phenethyl alcohol) in anhydrous CH2Cl2 (5 mL) at 0° C. was added DMBA (196 mg, 1.26 mmol) and Pd(PPh3)4 (32 mg, 0.03 mmol). The solution was stirred for 15 min and a solution of 97a (prepared from 96a by treatment with TFA in CH2Cl2) (166 mg, 0.49 mmol) and DIEA (680 μl, 3.90 mmol) in CH2Cl2 (2 mL) was added followed by HOBT (98 mg, 0.73 mmol) and EDC ... The reactants are CC1(C(NOC1)=O)C (4,4-dimethyl-3-isoxazolidinone), ClC1=C(C(=CC=C1)F)CCl ((2-chloro-6-fluorophenyl)methyl chloride), C([O-])([O-])=O.[K+].[K+] (potassium carbonate). Reagents/catalysts: O1CCOCCOCCOCCOCCOCC1 (1,4,7,10,13,16-hexaoxacyclooctadecane). Run in C(C)#N (acetonitrile), C(C)#N (acetonitrile). Run at time 18 hour. Product: ClC1=C(C(=CC=C1)F)CN1OCC(C1=O)(C)C (2-[(2-chloro-6-fluorophenyl)methyl]-4,4-dimethyl-3-isoxazolidinone). Isolated yield 46.6%. Reaction SMILES: C(=O)([O-])[O-].[K+].[K+].[CH3:7][C:8]1([CH3:14])[CH2:12][O:11][NH:10][C:9]1=[O:13].[Cl:15][C:16]1[CH:21]=[CH:20][CH:19]=[C:18]([F:22])[C:17]=1[CH2:23]Cl>C(#N)C.O1CCOCCOCCOCCOCCOCC1>[Cl:15][C:16]1[CH:21]=[CH:20][CH:19]=[C:18]([F:22])[C:17]=1[CH2:23][N:10]1[C:9](=[O:13])[C:8]([CH3:14])([CH3:7])[CH2:12][O:11]1 |f:0.1.2|. Procedure details: To a stirred suspension of 3.6 grams (0.026 mole) of potassium carbonate and 0.14 gram (0.0005 mole) of 1,4,7,10,13,16-hexaoxacyclooctadecane in 50 ml of acetonitrile was added dropwise a solution of 3.0 grams (0.026 mole) of 4,4-dimethyl-3-isoxazolidinone (Example 30, Step B) and 4.7 grams (0.025 mole) of (2-chloro-6-fluorophenyl)methyl chloride in 25 ml of acetonitrile. The complete addition required 30 minutes. Upon completion of addition the reaction mixture was stirred at ambient temperatur... The reactants are CNc1nccc(Oc2ccc(O)c([N+](=O)[O-])c2)n1, CO, CCOC(C)=O. Yields the product CNc1nccc(Oc2ccc(O)c(N)c2)n1. RXN SMILES: [CH3:1][NH:2][c:3]1[n:4][cH:5][cH:6][c:7]([O:9][c:10]2[cH:11][c:12]([N+:17]([O-:18])=[O:19])[c:13]([OH:16])[cH:14][cH:15]2)[n:8]1.[CH3:20][OH:21].[CH3:22][CH2:23][O:24][C:25]([CH3:26])=[O:27]>>[CH3:1][NH:2][c:3]1[n:4][cH:5][cH:6][c:7]([O:9][c:10]2[cH:11][c:12]([NH2:17])[c:13]([OH:16])[cH:14][cH:15]2)[n:8]1. Starting materials: BrC1=CN(C2=C1C(NC=C2)=O)COCC[Si](C)(C)C (3-bromo-1-((2-(trimethylsilyl)ethoxy)methyl)-1,5-dihydro-4H-pyrrolo[3,2-c]pyridin-4-one), C(C)[SiH](CC)CC (triethylsilane), FC(C(=O)O)(F)F (trifluoroacetic acid). Run at time 1 hour. Yields the product BrC1=CNC2=C1C(NC=C2)=O (3-bromo-1,5-dihydro-4H-pyrrolo[3,2-c]pyridin-4-one). Yield: 85.4%. As a reaction SMILES: [Br:1][C:2]1[C:6]2[C:7](=[O:11])[NH:8][CH:9]=[CH:10][C:5]=2[N:4](COCC[Si](C)(C)C)[CH:3]=1.C([SiH](CC)CC)C.FC(F)(F)C(O)=O>>[Br:1][C:2]1[C:6]2[C:7](=[O:11])[NH:8][CH:9]=[CH:10][C:5]=2[NH:4][CH:3]=1. Procedure details: To a suspension of 3-bromo-1-((2-(trimethylsilyl)ethoxy)methyl)-1,5-dihydro-4H-pyrrolo[3,2-c]pyridin-4-one (2.0 g) and triethylsilane (1.27 g) was added trifluoroacetic acid (17.31 mL) at room temperature, and the mixture was stirred under nitrogen atmosphere at room temperature for 1 hr. The reaction mixture was concentrated under reduced pressure, to the residue were added acetonitrile (11 mL) and aqueous ammonia solution (25%, 11 mL), and the mixture was stirred at room temperature for 2 hr. ... Starting materials: solution, Cl (HCl), C(CCCCCC)(=O)OCCCCC1(OCCO1)C1=CC=CC=C1 (4-(2-phenyl-1,3-dioxolan-2-yl)butyl heptanoate). Run in O1CCCC1 (THF). Conditions: temperature 40 celsius. Product: C(CCCCCC)(=O)OCCCCC(C1=CC=CC=C1)=O (5-oxo-5-phenylpentyl heptanoate). Yield: 72.6%. As a reaction SMILES: Cl.[C:2]([O:10][CH2:11][CH2:12][CH2:13][CH2:14][C:15]1([C:20]2[CH:25]=[CH:24][CH:23]=[CH:22][CH:21]=2)OCC[O:16]1)(=[O:9])[CH2:3][CH2:4][CH2:5][CH2:6][CH2:7][CH3:8]>O1CCCC1>[C:2]([O:10][CH2:11][CH2:12][CH2:13][CH2:14][C:15](=[O:16])[C:20]1[CH:21]=[CH:22][CH:23]=[CH:24][CH:25]=1)(=[O:9])[CH2:3][CH2:4][CH2:5][CH2:6][CH2:7][CH3:8]. Procedure details: 2.32 ml of a 1N solution of HCl were added to a solution of 4.37 g (13.0 mmol) of 4-(2-phenyl-1,3-dioxolan-2-yl)butyl heptanoate obtained under d) in 18 ml of THF (tetrahydrofuran). The reaction mixture was heated to 40° C. for 24 h, cooled down to room temperature, extracted with ethyl acetate (2×) and washed with a sat. solution of NaCl (3×). The organic phase was dried (Na2SO4) and concentrated. Column chromatography (SiO2, heptane/ether 8:2) afforded 2.74 g (73%) of a colourless oil, which c... Reactants: C(C)(C)(C)OC(=O)C(C(=O)O)(C)NC (tert.-butoxycarbonyl-methylamino-propanoic acid), CCN(C(C)C)C(C)C (DIPEA), C=1C=CC2=C(C1)N=NN2O (HOBt), COC1=C(C(=CC=C1)N)N (3-methoxybenzene-1,2-diamine), C(CCl)Cl (EDC). Reagents/catalysts: CN(C)C=1C=CN=CC1 (DMAP). Run in C(Cl)Cl (DCM). Run at time 3 hour. Yields the product C(C)(C)(C)OC(N(C)CCC(NC1=C(C(=CC=C1)OC)N)=O)=O ([2-(2-amino-3-methoxy-phenylcarbamoyl)-ethyl]-methyl-carbamic acid tert.-butyl ester). RXN SMILES: [C:1]([O:5][C:6](C(NC)(C)C(O)=O)=[O:7])([CH3:4])([CH3:3])[CH3:2].C[CH2:16][N:17]([CH:21](C)C)C(C)C.C1C=CC2N([OH:33])N=NC=2C=1.[CH3:34][O:35][C:36]1[CH:41]=[CH:40][CH:39]=[C:38]([NH2:42])[C:37]=1[NH2:43].[CH2:44](Cl)[CH2:45]Cl>C(Cl)Cl.CN(C1C=CN=CC=1)C>[C:1]([O:5][C:6](=[O:7])[N:17]([CH2:21][CH2:44][C:45](=[O:33])[NH:42][C:38]1[CH:39]=[CH:40][CH:41]=[C:36]([O:35][CH3:34])[C:37]=1[NH2:43])[CH3:16])([CH3:2])([CH3:3])[CH3:4]. Procedure: To a solution of 1.35 g of tert.-butoxycarbonyl-methylamino-propanoic acid in 50 mL DCM were added 3.4 mL of DIPEA, 81 mg of DMAP, 1.0 g of HOBt, 1.5 g of EDC and 0.91 g of 3-methoxybenzene-1,2-diamine. The resulting mixture was stirred at rt for 3 h and then quenched with water. The organic phase was washed with sat. aq. NaHCO3, dried over MgSO4 and concentrated on vacuo to yield 2.9 g of [2-(2-amino-3-methoxy-phenylcarbamoyl)-ethyl]-methyl-carbamic acid tert.-butyl ester as brown oil. Reactants: O1C=CC=2CNCC(C21)O (4,5,6,7-tetrahydrofuro[3,2-c]pyridin-7-ol), BrC=1C(=C(C=CC1)F)Cl (3-bromo-2-chloro-1-fluorobenzene). The product is BrC=1C(=C(C=CC1)OC1C2=C(CNC1)C=CO2)Cl (7-(3-Bromo-2-chlorophenyloxy)-4,5,6,7-tetrahydrofuro[3,2-c]pyridine). As a reaction SMILES: [O:1]1[C:9]2[CH:8]([OH:10])[CH2:7][NH:6][CH2:5][C:4]=2[CH:3]=[CH:2]1.[Br:11][C:12]1[C:13]([Cl:19])=[C:14](F)[CH:15]=[CH:16][CH:17]=1>>[Br:11][C:12]1[C:13]([Cl:19])=[C:14]([O:10][CH:8]2[CH2:7][NH:6][CH2:5][C:4]3[CH:3]=[CH:2][O:1][C:9]2=3)[CH:15]=[CH:16][CH:17]=1. Procedure: The same method as in Example 1 was conducted using 4,5,6,7-tetrahydrofuro[3,2-c]pyridin-7-ol (Reference Example 33) instead of 6-methyl-4,5,6,7-tetrahydrothieno[2,3-c]pyridin-4-ol (Reference Example 6) and was conducted using 3-bromo-2-chloro-1-fluorobenzene instead of 1-fluoronaphthalene to give the objective compound. Reactants: ClC1=C(C=CC=C1)N=C(CCC)C1=CC=CC=C1 (N-(2-chlorophenyl)-1-phenylbutaneimine), C1(=CC=CC=C1)C#CC(=O)OCC (ethyl phenylpropiolate), [Cl-].[Al+3].[Cl-].[Cl-] (aluminum chloride), C1(=CC=CC=C1)C (toluene), S(O)(O)(=O)=O (sulfuric acid). Product: ClC1=C(C=CC=C1)N1C(=C(C(C=C1C1=CC=CC=C1)=O)CC)C1=CC=CC=C1 (1-(2-chlorophenyl)-3-ethyl-2,6-diphenyl-4(1H)-pyridinone). RXN SMILES: [Cl:1][C:2]1[CH:7]=[CH:6][CH:5]=[CH:4][C:3]=1[N:8]=[C:9]([C:13]1[CH:18]=[CH:17][CH:16]=[CH:15][CH:14]=1)[CH2:10]CC.[C:19]1([C:25]#[C:26][C:27]([O:29]CC)=O)[CH:24]=[CH:23][CH:22]=[CH:21][CH:20]=1.[Cl-].[Al+3].[Cl-].[Cl-].S(=O)(=O)(O)O.[C:41]1(C)C=CC=C[CH:42]=1>>[Cl:1][C:2]1[CH:7]=[CH:6][CH:5]=[CH:4][C:3]=1[N:8]1[C:9]([C:13]2[CH:14]=[CH:15][CH:16]=[CH:17][CH:18]=2)=[CH:10][C:27](=[O:29])[C:26]([CH2:41][CH3:42])=[C:25]1[C:19]1[CH:20]=[CH:21][CH:22]=[CH:23][CH:24]=1 |f:2.3.4.5|. Procedure: To 300 ml of toluene were added 10.3 g (0.040 mole) of N-(2-chlorophenyl)-1-phenylbutaneimine, 5.2 g (0.030 mole) of ethyl phenylpropiolate and 5.3 g (0.040 mole) of aluminum chloride. After heating the reaction mixture under reflux for 20 hours under a nitrogen atmosphere, the reaction mixture was poured into 500 ml of 2N sulfuric acid which had been ice-cooled, followed by extraction with chloroform. After washing the organic layer with 50 ml of a 10% aqueous solution of sodium hydroxide and t...